From a dataset of the Open Reaction Database (ORD), a public repository of structured organic reaction records. describe an organic reaction: reactants, conditions, products, and yield Reactants: O=C(O)c1cc2c(s1)CCN(Cc1ccccc1)CC2, Cl, Cl. The product is c1ccc(CN2CCc3ccsc3CC2)cc1, Cl. Reaction SMILES: [CH2:2]([c:3]1[cH:4][cH:5][cH:6][cH:7][cH:8]1)[N:9]1[CH2:10][CH2:11][c:12]2[c:13]([cH:16][c:17]([C:19]([OH:20])=[O:21])[s:18]2)[CH2:14][CH2:15]1.[ClH:1].[ClH:22]>>[CH2:2]([c:3]1[cH:4][cH:5][cH:6][cH:7][cH:8]1)[N:9]1[CH2:10][CH2:11][c:12]2[c:13]([cH:16][cH:17][s:18]2)[CH2:14][CH2:15]1.[ClH:1]. Starting materials: COC1=CC=C(C=C1)B(O)O (4-(methoxy)phenylboronic acid), [OH-].[Na+] (sodium hydroxide), Cl.N12C[C@@H](C(CC1)CC2)NC(=O)C=2OC1=C(C2)C=C(C=C1)Br (N-[(3R)-1-Azabicyclo[2.2.2]oct-3-yl]-5-bromo-1-benzofuran-2-carboxamide hydrochloride). The reagents and catalysts are C1=CC=C(C=C1)P([C-]2C=CC=C2)C3=CC=CC=C3.C1=CC=C(C=C1)P([C-]2C=CC=C2)C3=CC=CC=C3.Cl[Pd]Cl.[Fe+2] (PdCl2(dppf)). Solvent: CN(C)C=O (DMF). Conditions: temperature 90 celsius. Product: Cl.N12C[C@@H](C(CC1)CC2)NC(=O)C=2OC1=C(C2)C=C(C=C1)C1=CC=C(C=C1)OC (N-[(3R)-1-Azabicyclo[2.2.2]oct-3-yl]-5-[4-(methoxy)phenyl]-1-benzofuran-2-carboxamide hydrochloride). As a reaction SMILES: [CH3:1][O:2][C:3]1[CH:8]=[CH:7][C:6](B(O)O)=[CH:5][CH:4]=1.[OH-].[Na+].[ClH:14].[N:15]12[CH2:22][CH2:21][CH:18]([CH2:19][CH2:20]1)[C@@H:17]([NH:23][C:24]([C:26]1[O:27][C:28]3[CH:34]=[CH:33][C:32](Br)=[CH:31][C:29]=3[CH:30]=1)=[O:25])[CH2:16]2>CN(C=O)C.C1C=CC(P(C2C=CC=CC=2)[C-]2C=CC=C2)=CC=1.C1C=CC(P(C2C=CC=CC=2)[C-]2C=CC=C2)=CC=1.Cl[Pd]Cl.[Fe+2]>[ClH:14].[N:15]12[CH2:22][CH2:21][CH:18]([CH2:19][CH2:20]1)[C@@H:17]([NH:23][C:24]([C:26]1[O:27][C:28]3[CH:34]=[CH:33][C:32]([C:6]4[CH:7]=[CH:8][C:3]([O:2][CH3:1])=[CH:4][CH:5]=4)=[CH:31][C:29]=3[CH:30]=1)=[O:25])[CH2:16]2 |f:1.2,3.4,6.7.8.9,10.11|. Procedure details: 130 mg (0.86 mmol) of 4-(methoxy)phenylboronic acid and 2.15 ml of 1N sodium hydroxide solution are added to a mixture of 250 mg (0.72 mmol) of N-[(3R)-1-azabicyclo[2.2.2]oct-3-yl]-5-bromo-1-benzofuran-2-carboxamide (Example 3A) and 52 mg (0.07 mmol) of PdCl2(dppf) in 3 ml of DMF. The reaction mixture is heated at 90° C. overnight. The solvent is removed under reduced pressure, and the crude product is taken up in methanol and filtered through kieselguhr. Purification takes place by preparative ... Reactants: CCOC(=O)c1ccc(Oc2ccc(S(=O)(=O)N3CCN(C)CC3)cc2)nc1, CC(C)C[AlH]CC(C)C, Cc1ccccc1, [Na+], [Na+], O=S(=O)([O-])[O-], C1CCOC1, O. Yields the product CN1CCN(S(=O)(=O)c2ccc(Oc3ccc(CO)cn3)cc2)CC1. Reaction SMILES: [CH3:1][N:2]1[CH2:3][CH2:4][N:5]([S:8](=[O:9])(=[O:10])[c:11]2[cH:12][cH:13][c:14]([O:15][c:16]3[n:17][cH:18][c:19]([C:20](=[O:21])[O:22][CH2:23][CH3:24])[cH:25][cH:26]3)[cH:27][cH:28]2)[CH2:6][CH2:7]1.[CH3:29][CH:30]([CH2:31][AlH:32][CH2:33][CH:34]([CH3:35])[CH3:36])[CH3:37].[CH3:51][c:52]1[cH:53][cH:54][cH:55][cH:56][cH:57]1.[Na+:39].[Na+:40].[O-:41][S:42](=[O:43])(=[O:44])[O-:45].[O:46]1[CH2:47][CH2:48][CH2:49][CH2:50]1.[OH2:38]>>[CH3:1][N:2]1[CH2:3][CH2:4][N:5]([S:8](=[O:9])(=[O:10])[c:11]2[cH:12][cH:13][c:14]([O:15][c:16]3[n:17][cH:18][c:19]([CH2:20][OH:21])[cH:25][cH:26]3)[cH:27][cH:28]2)[CH2:6][CH2:7]1.